Dataset: the Open Reaction Database (ORD), a public repository of structured organic reaction records. Task: describe an organic reaction: reactants, conditions, products, and yield Starting materials: CCS(=O)(=O)Cl, Cc1ccc(Sc2ccc(O)cc2)c(Nc2ccnc3nc(C)ccc23)c1. RXN SMILES: [CH2:28]([CH3:29])[S:30](=[O:31])(=[O:32])[Cl:33].[CH3:1][c:2]1[cH:3][c:4]([NH:16][c:17]2[cH:18][cH:19][n:20][c:21]3[n:22][c:23]([CH3:27])[cH:24][cH:25][c:26]23)[c:5]([S:8][c:9]2[cH:10][cH:11][c:12]([OH:15])[cH:13][cH:14]2)[cH:6][cH:7]1>>[CH3:1][c:2]1[cH:3][c:4]([NH:16][c:17]2[cH:18][cH:19][n:20][c:21]3[n:22][c:23]([CH3:27])[cH:24][cH:25][c:26]23)[c:5]([S:8][c:9]2[cH:10][cH:11][c:12]([O:15][S:30]([CH2:28][CH3:29])(=[O:31])=[O:32])[cH:13][cH:14]2)[cH:6][cH:7]1. Product: CCS(=O)(=O)Oc1ccc(Sc2ccc(C)cc2Nc2ccnc3nc(C)ccc23)cc1. The product is CC(=CCC1=C(C(=C(C=C1)N)C)N)C (3-(3-Methylbut-2-enyl)-2,6-toluenediamine). Run in CCCCC (pentane). Procedure: A 200g (1.64 mol) portion of 2,6-toluenediamine, 167g (2.45 mol) of isoprene, 200g (2.78 mol) of pentane, and 20g of powdered H-Y zeolite were reacted at 150° C. in a similar fashion as indicated in Example 3. Isolation of a catalyst free sample was obtained by hot filtration. Selective removal of all residual hydrocarbon by vacuum distillation afforded the following product mixture: Reactants: 200g, C=1(C(=CC=CC1N)N)C (2,6-toluenediamine), 167g, C=CC(C)=C (isoprene), 200g, 20g, H-Y zeolite. RXN SMILES: [C:1]1([CH3:9])[C:2]([NH2:8])=[CH:3][CH:4]=[CH:5][C:6]=1[NH2:7].[CH2:10]=[CH:11][C:12](=[CH2:14])[CH3:13]>CCCCC>[CH3:13][C:12]([CH3:14])=[CH:11][CH2:10][C:3]1[CH:4]=[CH:5][C:6]([NH2:7])=[C:1]([CH3:9])[C:2]=1[NH2:8]. Starting materials: C1COCCO1, Cl, C[Si](C)(C)CCOn1cnc2cc(N3CCN(c4ccc5ncsc5c4)C3=O)cnc21. The product is O=C1N(c2cnc3[nH]cnc3c2)CCN1c1ccc2ncsc2c1. Reaction SMILES: [CH2:1]1[O:2][CH2:3][CH2:4][O:5][CH2:6]1.[ClH:7].[s:8]1[cH:9][n:10][c:11]2[c:12]1[cH:13][c:14]([N:17]1[C:18](=[O:38])[N:19]([c:22]3[cH:23][c:24]4[c:25]([n:26][cH:27]3)[n:28]([O:31][CH2:32][CH2:33][Si:34]([CH3:35])([CH3:36])[CH3:37])[cH:29][n:30]4)[CH2:20][CH2:21]1)[cH:15][cH:16]2>>[s:8]1[cH:9][n:10][c:11]2[c:12]1[cH:13][c:14]([N:17]1[C:18](=[O:38])[N:19]([c:22]3[cH:23][c:24]4[c:25]([n:26][cH:27]3)[nH:28][cH:29][n:30]4)[CH2:20][CH2:21]1)[cH:15][cH:16]2.